Dataset: the Open Reaction Database (ORD), a public repository of structured organic reaction records. Task: describe an organic reaction: reactants, conditions, products, and yield Reactants: [N+](=O)([O-])C1=C(C(=CC=C1)C(F)(F)F)OC (2-Nitro-6-(trifluoromethyl)anisole), NC1=CC=C(C2=C1N=C(O2)C)C#N (4-Amino-2-methylbenzoxazole-7-carbonitrile). Product: COC1=C(N)C=CC=C1C(F)(F)F (2-Methoxy-3-(trifluoromethyl)aniline). Reaction SMILES: [N+:1]([C:4]1[CH:9]=[CH:8][CH:7]=[C:6]([C:10]([F:13])([F:12])[F:11])[C:5]=1[O:14][CH3:15])([O-])=O.NC1C2N=C(C)OC=2C(C#N)=CC=1>>[CH3:15][O:14][C:5]1[C:6]([C:10]([F:11])([F:12])[F:13])=[CH:7][CH:8]=[CH:9][C:4]=1[NH2:1]. Procedure details: The title compound (980 mg) was prepared from compound 17B in a manner similar to that described in Experiment 11C.